From a dataset of the Open Reaction Database (ORD), a public repository of structured organic reaction records. describe an organic reaction: reactants, conditions, products, and yield Isolated yield 54.8%. Product: O1C(CCCC1)OCC1(CC1)O (1-((tetrahydro-2H-pyran-2-yloxy)methyl)cyclopropanol). The reactants are O1C(CCCC1)OCC(=O)OCC (ethyl 2-(tetrahydro-2H-pyran-2-yloxy)acetate), Ti(O-iPr)4, CC[Mg+].[Br-] (EtMgBr). Procedure details: To a mixture of ethyl 2-(tetrahydro-2H-pyran-2-yloxy)acetate (1 g, 5.3 mmol) and Ti(O-iPr)4 (1.06 mL, 3.5 mmol) in 18 mL THF was added EtMgBr (4.5 mL, 13.25 mmol, Aldrich) dropwise over 2 hrs under N2. The reaction temperature was kept between 15 to 20° C. After stirring for 2 hrs, the reaction was quenched with 15 mL of saturated NH4Cl solution and extracted with EtOAc (20 mL×5). The combined organic phases were dried over Na2SO4 and concentrated in vacuo. The residue was purified by a silica g... Conditions: time 2 hour. As a reaction SMILES: [O:1]1[CH2:6][CH2:5][CH2:4][CH2:3][CH:2]1[O:7][CH2:8][C:9]([O:11]CC)=O.[CH3:14][CH2:15][Mg+].[Br-]>C1COCC1>[O:1]1[CH2:6][CH2:5][CH2:4][CH2:3][CH:2]1[O:7][CH2:8][C:9]1([OH:11])[CH2:15][CH2:14]1 |f:1.2|. Run in C1CCOC1 (THF). Starting materials: C(C1=CC=CC=C1)N1C=C(C2=CC=CC=C12)C1=CC=C(C=C1)C=O (N-Benzyl-3-(4-formylphenyl)indole), [BH4-].[Na+] (NaBH4), compound 7. The product is C(C1=CC=CC=C1)N1C=C(C2=CC=CC=C12)C1=CC=C(C=C1)CO (N-Benzyl-3-(4-hydroxymethylphenyl)indole). Isolated yield 51.0%. As a reaction SMILES: [CH2:1]([N:8]1[C:16]2[C:11](=[CH:12][CH:13]=[CH:14][CH:15]=2)[C:10]([C:17]2[CH:22]=[CH:21][C:20]([CH:23]=[O:24])=[CH:19][CH:18]=2)=[CH:9]1)[C:2]1[CH:7]=[CH:6][CH:5]=[CH:4][CH:3]=1.[BH4-].[Na+]>>[CH2:1]([N:8]1[C:16]2[C:11](=[CH:12][CH:13]=[CH:14][CH:15]=2)[C:10]([C:17]2[CH:18]=[CH:19][C:20]([CH2:23][OH:24])=[CH:21][CH:22]=2)=[CH:9]1)[C:2]1[CH:3]=[CH:4][CH:5]=[CH:6][CH:7]=1 |f:1.2|. Procedure: N-Benzyl-3-(4-formylphenyl)indole (9) and NaBH4 are allowed to react in the same manner as described above in the preparation of compound 7 to afford compound 10 in 51% yield. mp 122° C.; IR (cm−1): 3462, 1742; 1H NMR (CDCl3): δ 7.94–7.97 (m, 1H), 7.64–7.68 (d, 3H), 7.41–7.45 (d, 10H), 5.34 (s, 2H), 4.72 (s, 2H). HRMS: m/z 313.1466 (calculated for C22H19NO, 313.1467). Reactants: O=C([O-])[O-], CN(C)CC(=O)O, Cl, [Cs+], [Cs+], I[Cu]I, Cc1nnc(-c2ccc(I)cc2)o1, C1COCCO1, COCC(C)Oc1cc(O)cc(C(=O)OC)c1. Yields the product COCC(C)Oc1cc(Oc2ccc(-c3nnc(C)o3)cc2)cc(C(=O)OC)c1. As a reaction SMILES: [C:26](=[O:27])([O-:28])[O-:29].[CH3:19][N:20]([CH3:21])[CH2:22][C:23]([OH:24])=[O:25].[ClH:18].[Cs+:30].[Cs+:31].[Cu:51]([I:52])[I:53].[I:32][c:33]1[cH:34][cH:35][c:36](-[c:39]2[o:40][c:41]([CH3:44])[n:42][n:43]2)[cH:37][cH:38]1.[O:45]1[CH2:46][CH2:47][O:48][CH2:49][CH2:50]1.[OH:1][c:2]1[cH:3][c:4]([C:5](=[O:6])[O:7][CH3:8])[cH:9][c:10]([O:12][CH:13]([CH2:14][O:15][CH3:16])[CH3:17])[cH:11]1>>[O:1]([c:2]1[cH:3][c:4]([C:5](=[O:6])[O:7][CH3:8])[cH:9][c:10]([O:12][CH:13]([CH2:14][O:15][CH3:16])[CH3:17])[cH:11]1)[c:33]1[cH:34][cH:35][c:36](-[c:39]2[o:40][c:41]([CH3:44])[n:42][n:43]2)[cH:37][cH:38]1. The reactants are [BH4-], COc1c(CC(C)(C=O)c2ccc(NS(C)(=O)=O)cc2)cc(Br)cc1C(C)(C)C, CO, [Na+]. Yields the product COc1c(CC(C)(CO)c2ccc(NS(C)(=O)=O)cc2)cc(Br)cc1C(C)(C)C. As a reaction SMILES: [BH4-:30].[Br:1][c:2]1[cH:3][c:4]([C:26]([CH3:27])([CH3:28])[CH3:29])[c:5]([O:24][CH3:25])[c:6]([CH2:8][C:9]([CH3:10])([CH:11]=[O:12])[c:13]2[cH:14][cH:15][c:16]([NH:19][S:20](=[O:21])(=[O:22])[CH3:23])[cH:17][cH:18]2)[cH:7]1.[CH3:32][OH:33].[Na+:31]>>[Br:1][c:2]1[cH:3][c:4]([C:26]([CH3:27])([CH3:28])[CH3:29])[c:5]([O:24][CH3:25])[c:6]([CH2:8][C:9]([CH3:10])([CH2:11][OH:12])[c:13]2[cH:14][cH:15][c:16]([NH:19][S:20](=[O:21])(=[O:22])[CH3:23])[cH:17][cH:18]2)[cH:7]1. Starting materials: NC1=C(NCC)C=CC(=C1)C (2-amino-4-methyl-N-ethylaniline), N (ammonia), Cl (hydrochloric acid), ClCC(=O)O (monochloroacetic acid). Product: C(C)N1C(=NC2=C1C=CC(=C2)C)CCl (1-ethyl-2-chloromethyl-5-methyl benzimidazole). Isolated yield 27.9%. RXN SMILES: [NH2:1][C:2]1[CH:10]=[C:9]([CH3:11])[CH:8]=[CH:7][C:3]=1[NH:4][CH2:5][CH3:6].Cl.[Cl:13][CH2:14][C:15](O)=O.N>>[CH2:5]([N:4]1[C:3]2[CH:7]=[CH:8][C:9]([CH3:11])=[CH:10][C:2]=2[N:1]=[C:15]1[CH2:14][Cl:13])[CH3:6]. Reported procedure: 2-amino-4-methyl-N-ethylaniline (2.15 g, 14 mmol), which is a known compound, hydrochloric acid (4N, 15 ml) and monochloroacetic acid (2 g, 21 mmol) were refluxed for 2.5 hours. After cooling, the reactant was neutralized with ammonia. The occurred oily substance was extracted with ethyl acetate and the product was treated as in a usual process to obtain the title intermediate (1.0 g, 3.9 mmol). Reactants: C(C)(C)(C)OC(N[C@@H](C)C=1NC(=CN1)C(F)(F)F)=O ([(S)-1-(5-trifluoromethyl-1H-imidazol-2-yl)-ethyl]-carbamic acid tert-butyl ester), Cl (HCl). Run in O1CCOCC1 (dioxane). Yields the product Cl.FC(C1=CN=C(N1)[C@H](C)N)(F)F ((S)-1-(5-trifluoromethyl-1H-imidazol-2-yl)-ethylamine hydrochloride). RXN SMILES: C(OC(=O)[NH:7][C@H:8]([C:10]1[NH:11][C:12]([C:15]([F:18])([F:17])[F:16])=[CH:13][N:14]=1)[CH3:9])(C)(C)C.[ClH:20]>O1CCOCC1>[ClH:20].[F:18][C:15]([F:16])([F:17])[C:12]1[NH:11][C:10]([C@@H:8]([NH2:7])[CH3:9])=[N:14][CH:13]=1 |f:3.4|. Procedure details: A solution of [(S)-1-(5-trifluoromethyl-1H-imidazol-2-yl)-ethyl]-carbamic acid tert-butyl ester (50 mg, 179 μmol) in 4M HCl in dioxane (2 mL) was stirred at room temperature for 15 h. The mixture was concentrated in vacuo then triturated with ether to give (S)-1-(5-trifluoromethyl-1H-imidazol-2-yl)-ethylamine hydrochloride (35 mg, quantitative) as a yellow oil. LCMS, [M+H]=180. Starting materials: CCOC(=O)CN1CCN(C(=O)OC(C)(C)C)CC1, CO, [Na+], [OH-]. Yields the product CC(C)(C)OC(=O)N1CCN(CC(=O)O)CC1. RXN SMILES: [C:1]([CH3:2])([CH3:3])([CH3:4])[O:5][C:6](=[O:7])[N:8]1[CH2:9][CH2:10][N:11]([CH2:14][C:15](=[O:16])[O:17][CH2:18][CH3:19])[CH2:12][CH2:13]1.[CH3:22][OH:23].[Na+:21].[OH-:20]>>[C:1]([CH3:2])([CH3:3])([CH3:4])[O:5][C:6](=[O:7])[N:8]1[CH2:9][CH2:10][N:11]([CH2:14][C:15](=[O:16])[OH:17])[CH2:12][CH2:13]1. Starting materials: N12CC(C(CC1)CC2)O ((RS)-3-quinuclidinol), C(C)(=O)OC(C)=O (acetic anhydride). Solvent: N1=CC=CC=C1 (pyridine). Run at time 4 hour. The product is C(C)(=O)OC1CN2CCC1CC2 ((RS)-3-acetoxyquinuclidine). Yield: 62.0%. RXN SMILES: [N:1]12[CH2:8][CH2:7][CH:4]([CH2:5][CH2:6]1)[CH:3]([OH:9])[CH2:2]2.[C:10](OC(=O)C)(=[O:12])[CH3:11]>N1C=CC=CC=1>[C:10]([O:9][CH:3]1[CH:4]2[CH2:7][CH2:8][N:1]([CH2:6][CH2:5]2)[CH2:2]1)(=[O:12])[CH3:11]. Procedure details: A solution of (RS)-3-quinuclidinol (25 g, 0.2 mmol) in pyridine (100 ml) was treated with acetic anhydride (100 ml), kept at 50° C. for 4 hours and left at room temperature for 15 hours. After removal of the pyridine and excess acetic anhydride under vacuum, the clear light brown oil was then dissolved in water (25 ml) and made slightly alkaline with saturated potassium carbonate. The ester was then extracted with chloroform (5×50 ml) and extracts were dried over K2CO3. After evaporation of the ... Reactants: COc1cc2ncnc(Nc3ccc(Br)cc3F)c2cc1OC(C)=O, CO, [NH4+], [OH-]. Product: COc1cc2ncnc(Nc3ccc(Br)cc3F)c2cc1O. RXN SMILES: [C:1](=[O:2])([CH3:3])[O:4][c:5]1[cH:6][c:7]2[c:8]([NH:17][c:18]3[c:19]([F:25])[cH:20][c:21]([Br:24])[cH:22][cH:23]3)[n:9][cH:10][n:11][c:12]2[cH:13][c:14]1[O:15][CH3:16].[CH3:28][OH:29].[NH4+:27].[OH-:26]>>[OH:4][c:5]1[cH:6][c:7]2[c:8]([NH:17][c:18]3[c:19]([F:25])[cH:20][c:21]([Br:24])[cH:22][cH:23]3)[n:9][cH:10][n:11][c:12]2[cH:13][c:14]1[O:15][CH3:16]. Reactants: C(C)OC(=O)C1=C(NC2=NC=C(N=C21)Br)C (2-Bromo-6-methyl-5H-pyrrolo[2,3-b]pyrazine-7-carboxylic acid ethyl ester), COC=1C=C(C=C(C1OC)OC)B(O)O (3,4,5-trimethoxyphenylboronic acid), C(=O)([O-])[O-].[K+].[K+] (K2CO3). Reagents/catalysts: C1=CC=C(C=C1)P([C-]2C=CC=C2)C3=CC=CC=C3.C1=CC=C(C=C1)P([C-]2C=CC=C2)C3=CC=CC=C3.Cl[Pd]Cl.[Fe+2] (Pd(dppf)Cl2). Solvent: CCOC(=O)C (EtOAc). Run at temperature 100 celsius. Product: C(C)OC(=O)C1=C(NC2=NC=C(N=C21)C2=CC(=C(C(=C2)OC)OC)OC)C (6-Methyl-2-(3,4,5-trimethoxy-phenyl)-5H-pyrrolo[2,3-b]pyrazine-7-carboxylic acid ethyl ester). Isolated yield 22.4%. RXN SMILES: [CH2:1]([O:3][C:4]([C:6]1[C:14]2[C:9](=[N:10][CH:11]=[C:12](Br)[N:13]=2)[NH:8][C:7]=1[CH3:16])=[O:5])[CH3:2].[CH3:17][O:18][C:19]1[CH:20]=[C:21](B(O)O)[CH:22]=[C:23]([O:27][CH3:28])[C:24]=1[O:25][CH3:26].C([O-])([O-])=O.[K+].[K+]>CCOC(C)=O.C1C=CC(P(C2C=CC=CC=2)[C-]2C=CC=C2)=CC=1.C1C=CC(P(C2C=CC=CC=2)[C-]2C=CC=C2)=CC=1.Cl[Pd]Cl.[Fe+2]>[CH2:1]([O:3][C:4]([C:6]1[C:14]2[C:9](=[N:10][CH:11]=[C:12]([C:21]3[CH:22]=[C:23]([O:27][CH3:28])[C:24]([O:25][CH3:26])=[C:19]([O:18][CH3:17])[CH:20]=3)[N:13]=2)[NH:8][C:7]=1[CH3:16])=[O:5])[CH3:2] |f:2.3.4,6.7.8.9|. Procedure: To a flask charged with 2-Bromo-6-methyl-5H-pyrrolo[2,3-b]pyrazine-7-carboxylic acid ethyl ester (360 mg, 1.26 mmol), 3,4,5-trimethoxyphenylboronic acid (320 mg, 1.51 mMol), Pd(dppf)Cl2 (31 mg, 0.038 mmol) was added K2CO3 (520 mg, 3.75 mmol). The mixture was heated to 100° C. overnight. The reaction mixture was cooled, diluted with EtOAc and filtered over celite. The solution was washed with water and brine, dried over Na2SO4, filtered, and concentrated. Flash chromatography afforded 105 mg of 6...